Dataset: the Open Reaction Database (ORD), a public repository of structured organic reaction records. Task: describe an organic reaction: reactants, conditions, products, and yield The reactants are ClC1=CC=C(C=C1)C1(CCC1)C1=NCCC2=CC=C(C=C12)OCCCS(=O)(=O)O (3-({1-[1-(4-Chlorophenyl)cyclobutyl]-3,4-dihydroisoquinolin-7-yl}oxy)propane-1-sulfonic acid), ClP(Cl)(Cl)(Cl)Cl (Pentachloro-λ5-phosphane). Run in ClCCl (dichloromethane). Product: ClC1=CC=C(C=C1)C1(CCC1)C1=NCCC2=CC=C(C=C12)OCCCS(=O)(=O)Cl (3-({1-[1-(4-Chlorophenyl)cyclobutyl]-3,4-dihydroisoquinolin-7-yl}oxy)propane-1-sulfonyl chloride). The yield is 17.1%. RXN SMILES: [Cl:1][C:2]1[CH:7]=[CH:6][C:5]([C:8]2([C:12]3[C:21]4[C:16](=[CH:17][CH:18]=[C:19]([O:22][CH2:23][CH2:24][CH2:25][S:26]([OH:29])(=O)=[O:27])[CH:20]=4)[CH2:15][CH2:14][N:13]=3)[CH2:11][CH2:10][CH2:9]2)=[CH:4][CH:3]=1.[Cl:30]P(Cl)(Cl)(Cl)Cl>ClCCl>[Cl:1][C:2]1[CH:7]=[CH:6][C:5]([C:8]2([C:12]3[C:21]4[C:16](=[CH:17][CH:18]=[C:19]([O:22][CH2:23][CH2:24][CH2:25][S:26]([Cl:30])(=[O:29])=[O:27])[CH:20]=4)[CH2:15][CH2:14][N:13]=3)[CH2:11][CH2:10][CH2:9]2)=[CH:4][CH:3]=1. Procedure details: 3-({1-[1-(4-Chlorophenyl)cyclobutyl]-3,4-dihydroisoquinolin-7-yl}oxy)propane-1-sulfonic acid (8.4 g) were dissolved in dichloromethane (70 mL). Pentachloro-λ5-phosphane (6.05 g, 29 mmol) were added at room temperature and the reaction mixture was heated under reflux for 3 h. The reaction mixture was poured on ice water and the aqueous layer was extracted with dichloromethane. The combined organic layers were concentrated in vacuo (11 g). The crude product was used for the next step without furth... Reactants: CO (methanol), OC1(C(C(CC(C1)O)(C)C)C=CC(C)=O)C (4-(2,4-dihydroxy-2,6,6-trimethylcyclohexyl)but-3-en-2-one), [BH4-].[Na+] (sodium borohydride). The solvent is C(C)(=O)O (acetic acid). Reaction conditions: time 5 hour. Yields the product OC1(C(C(CC(C1)O)(C)C)C=CC(C)O)C (4-(2,4-dihydroxy-2,6,6-trimethylcyclohexyl)but-3-en-2-ol). The yield is 320.1%. As a reaction SMILES: CO.[OH:3][C:4]1([CH3:18])[CH2:9][CH:8]([OH:10])[CH2:7][C:6]([CH3:12])([CH3:11])[CH:5]1[CH:13]=[CH:14][C:15](=[O:17])[CH3:16].[BH4-].[Na+]>C(O)(=O)C>[OH:3][C:4]1([CH3:18])[CH2:9][CH:8]([OH:10])[CH2:7][C:6]([CH3:11])([CH3:12])[CH:5]1[CH:13]=[CH:14][CH:15]([OH:17])[CH3:16] |f:2.3|. Reported procedure: To 20 ml of a methanol solution containing 200 mg of 4-(2,4-dihydroxy-2,6,6-trimethylcyclohexyl)but-3-en-2-one was added 40 mg of sodium borohydride under ice-cooling, and the mixture was stirred at room temperature for 5 hours. After completion of the reaction, the reaction mixture was treated with acetic acid, and the solvent, etc. were removed by distillation under reduced pressure. Ethyl acetate was added to the residue, followed by washing with a saturated sodium chloride aqueous solution a... The reactants are O (water), C(CCCCCCCCCCCCCCCCC)N (stearylamine), Cl.OC1[C@H](N)[C@@H](O)[C@H](O)[C@H](O1)CO (D-glucosamine hydrochloride). Run in C(C)(C)O (isopropanol). Conditions: time 10 minute. Product: Cl.C(CCCCCCCCCCCCCCCCC)NC1[C@@H]([C@@H](O)[C@H](O)[C@H](O1)CO)N (N-Octadecyl-(2-amino-2-deoxy-D-glucopyranosyl)-amine hydrochloride). As a reaction SMILES: [ClH:1].O[CH:3]1[O:11][C@H:10]([CH2:12][OH:13])[C@@H:8]([OH:9])[C@H:6]([OH:7])[C@H:4]1[NH2:5].O.[CH2:15]([NH2:33])[CH2:16][CH2:17][CH2:18][CH2:19][CH2:20][CH2:21][CH2:22][CH2:23][CH2:24][CH2:25][CH2:26][CH2:27][CH2:28][CH2:29][CH2:30][CH2:31][CH3:32]>C(O)(C)C>[ClH:1].[CH2:15]([NH:33][CH:3]1[O:11][C@H:10]([CH2:12][OH:13])[C@@H:8]([OH:9])[C@H:6]([OH:7])[C@H:4]1[NH2:5])[CH2:16][CH2:17][CH2:18][CH2:19][CH2:20][CH2:21][CH2:22][CH2:23][CH2:24][CH2:25][CH2:26][CH2:27][CH2:28][CH2:29][CH2:30][CH2:31][CH3:32] |f:0.1,5.6|. Procedure: 6.45 g of D-glucosamine hydrochloride were dissolved in 30 ml of isopropanol and 10 ml of water at 60° C., and 12.1 g of stearylamine were added. The resulting clear solution was subsequently stirred for a further 10 minutes and then cooled to room temperature. The product which crystallized out was filtered off with suction and washed first with ethanol/water (5:2, v/v), then with ethanol and finally with ether. The residue was dried under a high vacuum. The reactants are ClC1=C(C=C(C=C1)C1=CC(=CC=C1)F)CNC=1C(=C(C=CC1F)O)F (3-[[2-chloro-5-(3-fluorophenyl)phenyl]methylamino]-2,4-difluoro-phenol), C(=O)([O-])[O-].[Cs+].[Cs+] (Cs2CO3), O (water), C(C)OC(CBr)=O (ethylbromoacetate). The solvent is CN(C)C=O (DMF). Reaction conditions: time 30 minute. Product: ClC1=C(C=C(C=C1)C1=CC(=CC=C1)F)CNC=1C(=C(OCC(=O)OCC)C=CC1F)F (Ethyl 2-[3-[[2-chloro-5-(3-fluorophenyl)phenyl]methylamino]-2,4-difluoro-phenoxy]acetate). The yield is 76.2%. RXN SMILES: [Cl:1][C:2]1[CH:7]=[CH:6][C:5]([C:8]2[CH:13]=[CH:12][CH:11]=[C:10]([F:14])[CH:9]=2)=[CH:4][C:3]=1[CH2:15][NH:16][C:17]1[C:18]([F:25])=[C:19]([OH:24])[CH:20]=[CH:21][C:22]=1[F:23].C([O-])([O-])=O.[Cs+].[Cs+].[CH2:32]([O:34][C:35](=[O:38])[CH2:36]Br)[CH3:33].O>CN(C=O)C>[Cl:1][C:2]1[CH:7]=[CH:6][C:5]([C:8]2[CH:13]=[CH:12][CH:11]=[C:10]([F:14])[CH:9]=2)=[CH:4][C:3]=1[CH2:15][NH:16][C:17]1[C:18]([F:25])=[C:19]([CH:20]=[CH:21][C:22]=1[F:23])[O:24][CH2:36][C:35]([O:34][CH2:32][CH3:33])=[O:38] |f:1.2.3|. Procedure: To a solution of 3-[[2-chloro-5-(3-fluorophenyl)phenyl]methylamino]-2,4-difluoro-phenol (128 mg, 0.35 mmol, 1.0 eq) in DMF (10 mL) was added Cs2CO3 (172 mg, 0.53 mmol, 1.5 eq). The reaction was stirred at room temperature for 30 min then ethylbromoacetate (70.5 mg, 0.42 mmol, 1.2 eq) was added dropwise. The reaction was stirred at room temperature for further 3 h then water was added and the aqueous layer extracted with EtOAc. The organic extract was washed with water and brine, dried (Na2SO4), ...